This data is from the Open Reaction Database (ORD), a public repository of structured organic reaction records. The task is: describe an organic reaction: reactants, conditions, products, and yield Reactants: CN (methyl amine), C(C)N(C(N(C(=O)Cl)C)=O)C1=CC=CC=C1 (4-ethyl-2-methyl-4-phenylallophanoyl chloride). Run in C(C)OCC (ethyl ether), ClC(C)Cl (dichloroethane). Conditions: time 1 hour. Product: C(C)N(C(=O)N(C(=O)NC)C)C1=CC=CC=C1 (1-ethyl-3,5-dimethyl-1-phenylbiuret). Isolated yield 74.8%. As a reaction SMILES: [CH3:1][NH2:2].[CH2:3]([N:5]([C:13]1[CH:18]=[CH:17][CH:16]=[CH:15][CH:14]=1)[C:6](=[O:12])[N:7]([CH3:11])[C:8](Cl)=[O:9])[CH3:4]>C(OCC)C.ClC(Cl)C>[CH2:3]([N:5]([C:13]1[CH:18]=[CH:17][CH:16]=[CH:15][CH:14]=1)[C:6]([N:7]([CH3:11])[C:8]([NH:2][CH3:1])=[O:9])=[O:12])[CH3:4]. Reported procedure: In 30 ml of anhydrous ethyl ether, 6.2 g (0.2 mole) of methyl amine was dissolved and cooled below 0° C. Then a solution prepared by dissolving 24.1 g (0.1 mole) of 4-ethyl-2-methyl-4-phenylallophanoyl chloride in 80 ml of anhydrous dichloroethane was added dropwise under stirring. The reaction was continued at a room temperature for 1 hour, the reaction mixture was washed with water and dried with anhydrous sodium sulfate. The solvent was removed by distillation to obtain a residue, and the res... The product is CCCC(=O)c1nc(-c2cccc3ccccc23)n2ccccc12. Starting materials: [Al+3], CCCC(=O)Cl, [Cl-], [Cl-], [Cl-], ClCCl, c1ccc2c(-c3ncc4ccccn34)cccc2c1. Reaction SMILES: [Al+3:10].[C:1]([CH2:2][CH2:3][CH3:4])(=[O:5])[Cl:6].[Cl-:7].[Cl-:8].[Cl-:9].[Cl:30][CH2:31][Cl:32].[c:11]1(-[c:21]2[n:22][cH:23][c:24]3[n:25]2[cH:26][cH:27][cH:28][cH:29]3)[cH:12][cH:13][cH:14][c:15]2[cH:16][cH:17][cH:18][cH:19][c:20]12>>[C:1]([CH2:2][CH2:3][CH3:4])(=[O:5])[c:23]1[n:22][c:21](-[c:11]2[cH:12][cH:13][cH:14][c:15]3[cH:16][cH:17][cH:18][cH:19][c:20]23)[n:25]2[c:24]1[cH:29][cH:28][cH:27][cH:26]2. Reactants: FC(C)(F)C=1N=C(SC1)CN1N=CC(=N1)N (2-[4-(1,1-Difluoro-ethyl)-thiazol-2-ylmethyl]-2H-[1,2,3]triazol-4-ylamine), CC=1OC(=C(N1)C(=O)O)C=1C=C(C=CC1)C (2-methyl-5-m-tolyl-oxazole-4-carboxylic acid). The product is FC(C)(F)C=1N=C(SC1)CN1N=CC(=N1)NC(=O)C=1N=C(OC1C=1C=C(C=CC1)C)C (2-Methyl-5-m-tolyl-oxazole-4-carboxylic acid{2-[4-(1,1-difluoro-ethyl)-thiazol-2-ylmethyl]-2H-[1,2,3]triazol-4-yl}-amide). Reaction SMILES: [F:1][C:2]([C:5]1[N:6]=[C:7]([CH2:10][N:11]2[N:15]=[C:14]([NH2:16])[CH:13]=[N:12]2)[S:8][CH:9]=1)([F:4])[CH3:3].[CH3:17][C:18]1[O:19][C:20]([C:26]2[CH:27]=[C:28]([CH3:32])[CH:29]=[CH:30][CH:31]=2)=[C:21]([C:23](O)=[O:24])[N:22]=1>>[F:1][C:2]([C:5]1[N:6]=[C:7]([CH2:10][N:11]2[N:15]=[C:14]([NH:16][C:23]([C:21]3[N:22]=[C:18]([CH3:17])[O:19][C:20]=3[C:26]3[CH:27]=[C:28]([CH3:32])[CH:29]=[CH:30][CH:31]=3)=[O:24])[CH:13]=[N:12]2)[S:8][CH:9]=1)([F:4])[CH3:3]. Reported procedure: Following general procedure A, starting from 2-[4-(1,1-Difluoro-ethyl)-thiazol-2-ylmethyl]-2H-[1,2,3]triazol-4-ylamine and 2-methyl-5-m-tolyl-oxazole-4-carboxylic acid. The reactants are COC(=O)C(CN(C(=O)OC(C)(C)C)C(C)C)c1ccc(Cl)cc1, C1CCOC1, C[Si](C)(C)[O-], [K+]. The product is CC(C)N(CC(C(=O)[O-])c1ccc(Cl)cc1)C(=O)OC(C)(C)C, [K+]. As a reaction SMILES: [C:1]([CH3:2])([CH3:3])([CH3:4])[O:5][C:6](=[O:7])[N:8]([CH2:9][CH:10]([C:11](=[O:12])[O:13][CH3:14])[c:15]1[cH:16][cH:17][c:18]([Cl:21])[cH:19][cH:20]1)[CH:22]([CH3:23])[CH3:24].[CH2:31]1[O:32][CH2:33][CH2:34][CH2:35]1.[CH3:25][Si:26]([CH3:27])([CH3:28])[O-:29].[K+:30]>>[C:1]([CH3:2])([CH3:3])([CH3:4])[O:5][C:6](=[O:7])[N:8]([CH2:9][CH:10]([C:11](=[O:12])[O-:13])[c:15]1[cH:16][cH:17][c:18]([Cl:21])[cH:19][cH:20]1)[CH:22]([CH3:23])[CH3:24].[K+:30]. As a reaction SMILES: [NH2:1][CH2:2][C:3]1[CH:8]=[CH:7][N:6]=[CH:5][CH:4]=1.[Br:9][CH2:10][CH2:11][CH2:12][CH2:13][C:14]1([C:27](Cl)=[O:28])[C:26]2[CH:25]=[CH:24][CH:23]=[CH:22][C:21]=2[C:20]2[C:15]1=[CH:16][CH:17]=[CH:18][CH:19]=2>>[N:6]1[CH:7]=[CH:8][C:3]([CH2:2][NH:1][C:27]([C:14]2([CH2:13][CH2:12][CH2:11][CH2:10][Br:9])[C:26]3[CH:25]=[CH:24][CH:23]=[CH:22][C:21]=3[C:20]3[C:15]2=[CH:16][CH:17]=[CH:18][CH:19]=3)=[O:28])=[CH:4][CH:5]=1. Procedure details: Prepared analogously to Example 1 from 4-(aminomethyl)-pyridine and 9-(4-bromo-butyl)-9H-fluorene-9-carboxylic acid chloride. The reactants are NCC1=CC=NC=C1 (4-(aminomethyl)-pyridine), BrCCCCC1(C2=CC=CC=C2C=2C=CC=CC12)C(=O)Cl (9-(4-bromo-butyl)-9H-fluorene-9-carboxylic acid chloride). The product is N1=CC=C(C=C1)CNC(=O)C1(C2=CC=CC=C2C=2C=CC=CC12)CCCCBr (9-(4-bromo-butyl)-9H-fluorene-9-carboxylic acid-(pyridin-4-ylmethyl)-amide). The reactants are FC1=C(C=CC=C1)C1=NCC=2N(C3=C1C=C(C=C3)I)C(=NN2)C (6-(2-fluorophenyl)-8-iodo-1-methyl-4H-[1,2,4]triazolo[4,3-a][1,4]benzodiazepine), C(C#C)N1N=CC2=CC=CC=C12 (1-(2-propynyl) 1H-indazole). The product is FC1=C(C=CC=C1)C1=NCC=2N(C3=C1C=C(C=C3)C#CCN3N=CC1=CC=CC=C31)C(=NN2)C (6-(2-Fluorophenyl)-1-methyl-8-[3-(1H-indazol-1-yl)-1-propynyl]-4H-[1,2,4]triazolo[4,3-a][1,4]benzodiazepine). Reaction SMILES: [F:1][C:2]1[CH:7]=[CH:6][CH:5]=[CH:4][C:3]=1[C:8]1[C:14]2[CH:15]=[C:16](I)[CH:17]=[CH:18][C:13]=2[N:12]2[C:20]([CH3:23])=[N:21][N:22]=[C:11]2[CH2:10][N:9]=1.[CH2:24]([N:27]1[C:35]2[C:30](=[CH:31][CH:32]=[CH:33][CH:34]=2)[CH:29]=[N:28]1)[C:25]#[CH:26]>>[F:1][C:2]1[CH:7]=[CH:6][CH:5]=[CH:4][C:3]=1[C:8]1[C:14]2[CH:15]=[C:16]([C:26]#[C:25][CH2:24][N:27]3[C:35]4[C:30](=[CH:31][CH:32]=[CH:33][CH:34]=4)[CH:29]=[N:28]3)[CH:17]=[CH:18][C:13]=2[N:12]2[C:20]([CH3:23])=[N:21][N:22]=[C:11]2[CH2:10][N:9]=1. Reported procedure: This compound was obtained as described in example 17 by reaction of 6-(2-fluorophenyl)-8-iodo-1-methyl-4H-[1,2,4]triazolo[4,3-a][1,4]benzodiazepine with 1-(2-propynyl) 1H-indazole [ref. p. V. Tkachenko, I. I. popov, A. M. Simonov and Yu. V. Medvedov, Khim. Geterotsikl. Soedin. 11, 1542 (1975)]. The chromatographically isolated product was crystallized from ethyl acetate to give yellowish crystals with m.p. 148°-151° C. The reactants are CC1(NC(CC(C1)O)(C)C)C (2,2,6,6-Tetramethyl-4-hydroxypiperidine), O1C(COCC2CO2)C1 (bis(2,3-epoxypropyl)ether). Run in C(C)O (ethanol). The product is OC(COCC(CN1C(CC(CC1(C)C)O)(C)C)O)CN1C(CC(CC1(C)C)O)(C)C (bis(2-hydroxy-3-(2,2,6,6-tetramethyl-4-hydroxypiperidine-1-yl)propyl)ether). Reaction SMILES: [CH3:1][C:2]1([CH3:11])[CH2:7][CH:6]([OH:8])[CH2:5][C:4]([CH3:10])([CH3:9])[NH:3]1.[O:12]1[CH2:20][CH:13]1[CH2:14][O:15][CH2:16][CH:17]1[O:19][CH2:18]1>C(O)C>[OH:12][CH:13]([CH2:20][N:3]1[C:4]([CH3:9])([CH3:10])[CH2:5][CH:6]([OH:8])[CH2:7][C:2]1([CH3:11])[CH3:1])[CH2:14][O:15][CH2:16][CH:17]([OH:19])[CH2:18][N:3]1[C:4]([CH3:10])([CH3:9])[CH2:5][CH:6]([OH:8])[CH2:7][C:2]1([CH3:11])[CH3:1]. Reported procedure: 2,2,6,6-Tetramethyl-4-hydroxypiperidine 15.7 g and bis(2,3-epoxypropyl)ether was dissolved in 30 ml ethanol and refluxed for ten hours. Ethanol was distilled off, and 21.8 g of colorless liquid was obtained. The reactants are [NH4+].[Cl-] (NH4Cl), BrC1=CC=C(C=C1)/C=C/C(=O)OCC (ethyl (2E)-3-(4-bromophenyl)acrylate), 2′-(dicyclohexylphosphino)-N,N-dimethyl-2-diphenylamine, C([O-])([O-])=O.[Cs+].[Cs+] (cesium carbonate), C(C1=CC=CC=C1)N1C[C@@H](CC1)N ((3R)-1-benzyl-3-pyrrolidinamine). Reagents/catalysts: C(C)(=O)[O-].[Pd+2].C(C)(=O)[O-] (palladium(II) acetate). The solvent is O1CCOCC1 (dioxane). Reaction conditions: temperature 90 celsius. Product: C(C1=CC=CC=C1)N1C[C@@H](CC1)NC1=CC=C(C=C1)/C=C/C(=O)OCC (ethyl (2E)-3-(4-{[(3R)-1-benzyl-3-pyrrolidinyl]amino}phenyl)acrylate). Isolated yield 74.0%. As a reaction SMILES: Br[C:2]1[CH:7]=[CH:6][C:5](/[CH:8]=[CH:9]/[C:10]([O:12][CH2:13][CH3:14])=[O:11])=[CH:4][CH:3]=1.C(=O)([O-])[O-].[Cs+].[Cs+].[CH2:21]([N:28]1[CH2:32][CH2:31][C@@H:30]([NH2:33])[CH2:29]1)[C:22]1[CH:27]=[CH:26][CH:25]=[CH:24][CH:23]=1.[NH4+].[Cl-]>O1CCOCC1.C([O-])(=O)C.[Pd+2].C([O-])(=O)C>[CH2:21]([N:28]1[CH2:32][CH2:31][C@@H:30]([NH:33][C:2]2[CH:7]=[CH:6][C:5](/[CH:8]=[CH:9]/[C:10]([O:12][CH2:13][CH3:14])=[O:11])=[CH:4][CH:3]=2)[CH2:29]1)[C:22]1[CH:23]=[CH:24][CH:25]=[CH:26][CH:27]=1 |f:1.2.3,5.6,8.9.10|. Reported procedure: To a solution of ethyl (2E)-3-(4-bromophenyl)acrylate (1.0 g) in dioxane (70 mL) was added palladium(II) acetate (88 mg), 2′-(dicyclohexylphosphino)-N,N-dimethyl-2-diphenylamine (231 mg), cesium carbonate (1.79 g), and (3R)-1-benzyl-3-pyrrolidinamine (760 mg). The mixture was heated at 90° C. for 24 hours. The resulting mixture was poured into sat NH4Cl aq solution and extracted with AcOEt. The organic layer was washed with sat. NH4Cl aq solution, water, and brine, and dried over Na2SO4. The sol... Starting materials: COC(C1=CC(C(=O)N(CCC)C)=CC(=C1)[Sn](CCCC)(CCCC)CCCC)=O (N-methyl-N-propyl-5-tributylstannanyl-isophthalamic acid methyl ester), Cl.C(C1=CN=CC=C1)(=O)Cl (nicotinoyl chloride hydrochloride), C(C)(C)(C)P(C1=C(C=CC=C1)C1=CC=CC=C1)C(C)(C)C (2-(di-tert-butylphosphino)biphenyl). The reagents and catalysts are C=1C=CC(=CC1)/C=C/C(=O)/C=C/C2=CC=CC=C2.C=1C=CC(=CC1)/C=C/C(=O)/C=C/C2=CC=CC=C2.[Pd] (bis(dibenzylidene-acetone)palladium (0)). Run in C1CCOC1 (THF). Reaction conditions: temperature 50 celsius. Yields the product COC(C1=CC(C(=O)N(CCC)C)=CC(=C1)C(=O)C=1C=NC=CC1)=O (N-Methyl-N-propyl-5-(pyridine-3-carbonyl)-isophthalamic acid methyl ester). Yield: 20.6%. As a reaction SMILES: [CH3:1][O:2][C:3](=[O:30])[C:4]1[CH:16]=[C:15]([Sn](CCCC)(CCCC)CCCC)[CH:14]=[C:6]([C:7]([N:9]([CH3:13])[CH2:10][CH2:11][CH3:12])=[O:8])[CH:5]=1.Cl.[C:32](Cl)(=[O:39])[C:33]1[CH:38]=[CH:37][CH:36]=[N:35][CH:34]=1.C(P(C(C)(C)C)C1C=CC=CC=1C1C=CC=CC=1)(C)(C)C>C1C=CC(/C=C/C(/C=C/C2C=CC=CC=2)=O)=CC=1.C1C=CC(/C=C/C(/C=C/C2C=CC=CC=2)=O)=CC=1.[Pd].C1COCC1>[CH3:1][O:2][C:3](=[O:30])[C:4]1[CH:16]=[C:15]([C:32]([C:33]2[CH:34]=[N:35][CH:36]=[CH:37][CH:38]=2)=[O:39])[CH:14]=[C:6]([C:7]([N:9]([CH3:13])[CH2:10][CH2:11][CH3:12])=[O:8])[CH:5]=1 |f:1.2,4.5.6|. Reported procedure: Add THF (3 mL), N-methyl-N-propyl-5-tributylstannanyl-isophthalamic acid methyl ester (0.524 g, 1.00 mmol), nicotinoyl chloride hydrochloride (0.232 g, 1.30 mmol), 2-(di-tert-butylphosphino)biphenyl (0.045 g, 0.151 mmol), bis(dibenzylidene-acetone)palladium (0) (029 g, 0.05 mmol) to a sealed tube flushed with nitrogen. Heat the mixture at 50° C. for 16 h and cool to room temperature. Filter the mixture though a filtering agent, concentrate and purify (silica gel chromatography, eluting with 50:5...